This data is from the Open Reaction Database (ORD), a public repository of structured organic reaction records. The task is: describe an organic reaction: reactants, conditions, products, and yield Starting materials: CN1C(=O)C(Br)=C(N2CCC(=O)CC2)C1=O, O=C([O-])[O-], C1COCCO1, CC1(C)OB(c2ccc(OCc3ccc4ccccc4n3)cc2)OC1(C)C, [Na+], [Na+], O, c1ccc(P(c2ccccc2)(c2ccccc2)[Pd](P(c2ccccc2)(c2ccccc2)c2ccccc2)(P(c2ccccc2)(c2ccccc2)c2ccccc2)P(c2ccccc2)(c2ccccc2)c2ccccc2)cc1. The product is CN1C(=O)C(c2ccc(OCc3ccc4ccccc4n3)cc2)=C(N2CCC(=O)CC2)C1=O. RXN SMILES: [Br:1][C:2]1=[C:6]([N:7]2[CH2:8][CH2:9][C:10](=[O:13])[CH2:11][CH2:12]2)[C:5](=[O:14])[N:4]([CH3:15])[C:3]1=[O:16].[C:44](=[O:45])([O-:46])[O-:47].[CH2:50]1[O:51][CH2:52][CH2:53][O:54][CH2:55]1.[CH3:17][C:18]1([CH3:19])[C:20]([CH3:21])([CH3:22])[O:23][B:24]([c:25]2[cH:26][cH:27][c:28]([O:29][CH2:30][c:31]3[n:32][c:33]4[cH:34][cH:35][cH:36][cH:37][c:38]4[cH:39][cH:40]3)[cH:41][cH:42]2)[O:43]1.[Na+:48].[Na+:49].[OH2:56].[cH:57]1[cH:58][cH:59][c:60]([P:61]([Pd:62]([P:63]([c:64]2[cH:65][cH:66][cH:67][cH:68][cH:69]2)([c:70]2[cH:71][cH:72][cH:73][cH:74][cH:75]2)[c:76]2[cH:77][cH:78][cH:79][cH:80][cH:81]2)([P:82]([c:83]2[cH:84][cH:85][cH:86][cH:87][cH:88]2)([c:89]2[cH:90][cH:91][cH:92][cH:93][cH:94]2)[c:95]2[cH:96][cH:97][cH:98][cH:99][cH:100]2)[P:101]([c:102]2[cH:103][cH:104][cH:105][cH:106][cH:107]2)([c:108]2[cH:109][cH:110][cH:111][cH:112][cH:113]2)[c:114]2[cH:115][cH:116][cH:117][cH:118][cH:119]2)([c:120]2[cH:121][cH:122][cH:123][cH:124][cH:125]2)[c:126]2[cH:127][cH:128][cH:129][cH:130][cH:131]2)[cH:132][cH:133]1>>[C:2]1([c:25]2[cH:26][cH:27][c:28]([O:29][CH2:30][c:31]3[n:32][c:33]4[cH:34][cH:35][cH:36][cH:37][c:38]4[cH:39][cH:40]3)[cH:41][cH:42]2)=[C:6]([N:7]2[CH2:8][CH2:9][C:10](=[O:13])[CH2:11][CH2:12]2)[C:5](=[O:14])[N:4]([CH3:15])[C:3]1=[O:16]. Reactants: [Br-], C1CCOC1, CN1CCOCC1, [Mg+]C1CCCC1, I[Cu]I, O=C(O)CCN1CCCC1=O. Product: O=C(CCN1CCCC1=O)C1CCCC1. Reaction SMILES: [Br-:19].[CH2:26]1[O:27][CH2:28][CH2:29][CH2:30]1.[CH3:1][N:2]1[CH2:3][CH2:4][O:5][CH2:6][CH2:7]1.[CH:20]1([Mg+:25])[CH2:21][CH2:22][CH2:23][CH2:24]1.[Cu:31]([I:32])[I:33].[O:8]=[C:9]1[N:10]([CH2:14][CH2:15][C:16](=[O:17])[OH:18])[CH2:11][CH2:12][CH2:13]1>>[O:8]=[C:9]1[N:10]([CH2:14][CH2:15][C:16](=[O:18])[CH:20]2[CH2:21][CH2:22][CH2:23][CH2:24]2)[CH2:11][CH2:12][CH2:13]1. The reactants are Cl (HCl), C(C)C1=CC=C(C(=N1)NC(C(C)(C)C)=O)C (N-(6-ethyl-3-methyl-pyridin-2-yl)-2,2-dimethyl-propionamide), CN(C=O)C (N,N-dimethylformamide), C(C)(C)(C)[Li] (tert-butyllithium). Solvent: C(C)OCC (diethyl ether). Conditions: temperature -30 celsius, time 1 hour. Yields the product C(C)C1=CC=C2C(=N1)NC=C2 (6-ethyl-1H-pyrrolo[2,3-b]pyridine). Yield: 57.8%. As a reaction SMILES: [CH2:1]([C:3]1[N:8]=[C:7]([NH:9][C:10](=O)C(C)(C)C)[C:6]([CH3:16])=[CH:5][CH:4]=1)[CH3:2].C([Li])(C)(C)C.CN(C)C=O.Cl>C(OCC)C>[CH2:1]([C:3]1[N:8]=[C:7]2[NH:9][CH:10]=[CH:16][C:6]2=[CH:5][CH:4]=1)[CH3:2]. Procedure details: A solution of N-(6-ethyl-3-methyl-pyridin-2-yl)-2,2-dimethyl-propionamide (17.6 g, 0.080 mol) in diethyl ether (400 mL) is cooled to −78° C. and treated with tert-butyllithium (99 mL 1.7 M in pentane). After stirring for 1 h, the solution is warmed to −30° C. for 4 h and treated with N,N-dimethylformamide (19.8 mL, 0.26 mol). After stirring an additional 10 min, the suppension is carefully added to 6 N HCl, pre-cooled to −20° C., at a rate such that the temperature warms to about 0° C. After the... Reactants: CC(=O)COc1ccc(CCOC(C)=O)cc1, [BH3-]C#N, CC(C)O, NCC(O)c1cccc(Cl)c1, [Na+], c1ccccc1. RXN SMILES: [C:1]([CH3:2])(=[O:3])[O:4][CH2:5][CH2:6][c:7]1[cH:8][cH:9][c:10]([O:13][CH2:14][C:15]([CH3:16])=[O:17])[cH:11][cH:12]1.[C:35]([BH3-:36])#[N:37].[CH:39]([OH:40])([CH3:41])[CH3:42].[NH2:18][CH2:19][CH:20]([OH:21])[c:22]1[cH:23][c:24]([Cl:28])[cH:25][cH:26][cH:27]1.[Na+:38].[cH:29]1[cH:30][cH:31][cH:32][cH:33][cH:34]1>>[C:1]([CH3:2])(=[O:3])[O:4][CH2:5][CH2:6][c:7]1[cH:8][cH:9][c:10]([O:13][CH2:14][CH:15]([CH3:16])[NH:18][CH2:19][CH:20]([OH:21])[c:22]2[cH:23][c:24]([Cl:28])[cH:25][cH:26][cH:27]2)[cH:11][cH:12]1. Product: CC(=O)OCCc1ccc(OCC(C)NCC(O)c2cccc(Cl)c2)cc1. Starting materials: N(=[N+]=[N-])C1C(CN(C1)C(=O)OC(C)(C)C)(F)F (tert-butyl 4-azido-3,3-difluoropyrrolidine-1-carboxylate). The reagents and catalysts are [Pd] (Pd/C). Solvent: C(C)O (ethanol). Run at time 16 hour. The product is NC1C(CN(C1)C(=O)OC(C)(C)C)(F)F (tert-butyl 4-amino-3,3-difluoropyrrolidine-1-carboxylate). The yield is 97.8%. As a reaction SMILES: [N:1]([CH:4]1[CH2:8][N:7]([C:9]([O:11][C:12]([CH3:15])([CH3:14])[CH3:13])=[O:10])[CH2:6][C:5]1([F:17])[F:16])=[N+]=[N-]>C(O)C.[Pd]>[NH2:1][CH:4]1[CH2:8][N:7]([C:9]([O:11][C:12]([CH3:13])([CH3:15])[CH3:14])=[O:10])[CH2:6][C:5]1([F:17])[F:16]. Procedure details: A solution of tert-butyl 4-azido-3,3-difluoropyrrolidine-1-carboxylate (3.01 g, 12.1 mmol) in ethanol (300 mL) was degassed with nitrogen and 20% Pd/C (300 mg) was added. The resulting mixture was stirred under hydrogen atmosphere (balloon) for 16 hr. The catalyst was removed by filtration. The filtrate was evaporated to give the title product as an oil (2.63 g, 98% yield, >85% purity). 1H NMR (400 MHz, chloroform-d) δ ppm 3.73-3.87 (m, 2 H) 3.69 (d, J=10.64 Hz, 1 H) 3.50-3.62 (m, 1 H) 3.13 (d, ... The reactants are BrC1=CN=CC2=CC(=CC=C12)S(=O)(=O)N(C=1SC=CN1)CC1=CC=C(C=C1)OC (4-bromo-N-(4-methoxybenzyl)-N-(thiazol-2-yl)isoquinoline-7-sulfonamide), COC1=C(C=CC(=C1)C(F)(F)F)B(O)O (2-methoxy-4-(trifluoromethyl)phenylboronic acid), C([O-])([O-])=O.[K+].[K+] (potassium carbonate), O1CCOCC1 (dioxane). Reagents/catalysts: C=1C=CC(=CC1)[P](C=2C=CC=CC2)(C=3C=CC=CC3)[Pd]([P](C=4C=CC=CC4)(C=5C=CC=CC5)C=6C=CC=CC6)([P](C=7C=CC=CC7)(C=8C=CC=CC8)C=9C=CC=CC9)[P](C=1C=CC=CC1)(C=1C=CC=CC1)C=1C=CC=CC1 (Pd(PPh3)4). Solvent: CCOC(=O)C (EtOAc), O (water). Conditions: time 8 hour. The product is COC1=C(C=CC(=C1)C(F)(F)F)C1=CN=CC2=CC(=CC=C12)S(=O)(=O)NC=1SC=CN1 (4-(2-METHOXY-4-(TRIFLUOROMETHYL)PHENYL)-N-(THIAZOL-2-YL)ISOQUINOLINE-7-SULFONAMIDE). Reaction SMILES: Br[C:2]1[C:11]2[C:6](=[CH:7][C:8]([S:12]([N:15](CC3C=CC(OC)=CC=3)[C:16]3[S:17][CH:18]=[CH:19][N:20]=3)(=[O:14])=[O:13])=[CH:9][CH:10]=2)[CH:5]=[N:4][CH:3]=1.[CH3:30][O:31][C:32]1[CH:37]=[C:36]([C:38]([F:41])([F:40])[F:39])[CH:35]=[CH:34][C:33]=1B(O)O.C(=O)([O-])[O-].[K+].[K+].O1CCOCC1>CCOC(C)=O.C1C=CC([P]([Pd]([P](C2C=CC=CC=2)(C2C=CC=CC=2)C2C=CC=CC=2)([P](C2C=CC=CC=2)(C2C=CC=CC=2)C2C=CC=CC=2)[P](C2C=CC=CC=2)(C2C=CC=CC=2)C2C=CC=CC=2)(C2C=CC=CC=2)C2C=CC=CC=2)=CC=1.O>[CH3:30][O:31][C:32]1[CH:37]=[C:36]([C:38]([F:39])([F:40])[F:41])[CH:35]=[CH:34][C:33]=1[C:2]1[C:11]2[C:6](=[CH:7][C:8]([S:12]([NH:15][C:16]3[S:17][CH:18]=[CH:19][N:20]=3)(=[O:14])=[O:13])=[CH:9][CH:10]=2)[CH:5]=[N:4][CH:3]=1 |f:2.3.4,^1:66,68,87,106|. Procedure details: A microwave vial charged with 4-bromo-N-(4-methoxybenzyl)-N-(thiazol-2-yl)isoquinoline-7-sulfonamide (Intermediate PPPP) (0.066 g, 0.135 mmol), 2-methoxy-4-(trifluoromethyl)phenylboronic acid (Combi-Blocks, San Diego, Calif.) (0.044 g, 0.202 mmol), potassium carbonate (0.093 g, 0.673 mmol), dioxane (0.673 ml) and water (0.224 ml) was purged with argon prior to the addition of Pd(PPh3)4 (0.016 g, 0.013 mmol). The vessel was sealed and irradiated at 100° C. for 30 min. The resulting mixture was di... Reactants: CC(C)(C)O[K], CCOC(=O)C1(C(=O)CN(C(=O)CP(=O)(OCC)OCC)C(C)c2ccccc2)CC1, CCOC(C)=O, Cc1ccccc1, O=C(O)CC(O)(CC(=O)O)C(=O)O. The product is CCOC(=O)C1(C2=CC(=O)N(C(C)c3ccccc3)C2)CC1. RXN SMILES: [C:32]([O:33][K:34])([CH3:35])([CH3:36])[CH3:37].[CH2:1]([O:2][P:3]([O:5][CH2:6][CH3:7])(=[O:8])[CH2:9][C:10](=[O:11])[N:12]([CH:13]([CH3:14])[c:15]1[cH:16][cH:17][cH:18][cH:19][cH:20]1)[CH2:21][C:22](=[O:4])[C:24]1([C:27](=[O:28])[O:29][CH2:30][CH3:31])[CH2:25][CH2:26]1)[CH3:23].[CH3:51][CH2:52][O:53][C:54](=[O:55])[CH3:56].[CH3:57][c:58]1[cH:59][cH:60][cH:61][cH:62][cH:63]1.[OH:38][C:39]([CH2:40][C:41]([C:42](=[O:43])[OH:44])([CH2:45][C:46](=[O:47])[OH:48])[OH:49])=[O:50]>>[CH:9]1=[C:22]([C:24]2([C:27](=[O:28])[O:29][CH2:30][CH3:31])[CH2:25][CH2:26]2)[CH2:21][N:12]([CH:13]([CH3:14])[c:15]2[cH:16][cH:17][cH:18][cH:19][cH:20]2)[C:10]1=[O:11].